Dataset: the Open Reaction Database (ORD), a public repository of structured organic reaction records. Task: describe an organic reaction: reactants, conditions, products, and yield Reactants: COC(=O)[C@@H]1N([C@@H](CC1)C1=CC(=CC=C1)F)S(=O)(=O)C1=CC=C(C=C1)Cl ((2R,5S)-1-(4-chloro-benzenesulfonyl)-5-(3-fluoro-phenyl)-pyrrolidine-2-carboxylic acid methyl ester), [H-].C(C(C)C)[Al+]CC(C)C (diisobutylaluminum hydride). The solvent is C1(=CC=CC=C1)C (toluene). Run at time 16 hour. The product is ClC1=CC=C(C=C1)S(=O)(=O)N1[C@H](CC[C@H]1C1=CC(=CC=C1)F)CO ((2R,5S)-[1-(4-chloro-benzenesulfonyl)-5-(3-fluoro-phenyl)-pyrrolidin-2-yl]-methanol). Yield: 98.3%. Reaction SMILES: C[O:2][C:3]([C@H:5]1[CH2:9][CH2:8][C@@H:7]([C:10]2[CH:15]=[CH:14][CH:13]=[C:12]([F:16])[CH:11]=2)[N:6]1[S:17]([C:20]1[CH:25]=[CH:24][C:23]([Cl:26])=[CH:22][CH:21]=1)(=[O:19])=[O:18])=O.[H-].C([Al+]CC(C)C)C(C)C>C1(C)C=CC=CC=1>[Cl:26][C:23]1[CH:24]=[CH:25][C:20]([S:17]([N:6]2[C@H:7]([C:10]3[CH:15]=[CH:14][CH:13]=[C:12]([F:16])[CH:11]=3)[CH2:8][CH2:9][C@@H:5]2[CH2:3][OH:2])(=[O:18])=[O:19])=[CH:21][CH:22]=1 |f:1.2|. Procedure details: To a solution of (2R,5S)-1-(4-chloro-benzenesulfonyl)-5-(3-fluoro-phenyl)-pyrrolidine-2-carboxylic acid methyl ester (0.45 g, 1.1 mmol) in anhydrous toluene (5 mL) at 0° C. was added dropwise diisobutylaluminum hydride (1M in hexane, 6.4 mL, 6.4 mmol). The mixture was allowed to warm to room temperature and stirred for 16 hr. The reaction was quenched by adding 1 N HCl (10 mL) and the mixture diluted with EtOAc (20 mL). The organic phase was separated, washed with 10% NaHCO3 and brine, dried (Na... Reactants: CC(C)(C)CC1NC(C(=O)Nc2ccc(C#N)cc2)C(c2cc(F)cc(Cl)c2)C12C(=O)Nc1cc(Cl)ccc12, CS(C)=O, [Na+], [OH-], OO. Product: CC(C)(C)CC1NC(C(=O)Nc2ccc(C(N)=O)cc2)C(c2cc(F)cc(Cl)c2)C12C(=O)Nc1cc(Cl)ccc12. As a reaction SMILES: [C:1](#[N:2])[c:3]1[cH:4][cH:5][c:6]([NH:9][C:10](=[O:11])[CH:12]2[CH:13]([c:32]3[cH:33][c:34]([Cl:39])[cH:35][c:36]([F:38])[cH:37]3)[C:14]3([C:15](=[O:24])[NH:16][c:17]4[cH:18][c:19]([Cl:23])[cH:20][cH:21][c:22]43)[CH:25]([CH2:27][C:28]([CH3:29])([CH3:30])[CH3:31])[NH:26]2)[cH:7][cH:8]1.[CH3:44][S:45]([CH3:46])=[O:47].[Na+:43].[OH-:42].[OH:40][OH:41]>>[C:1]([NH2:2])([c:3]1[cH:4][cH:5][c:6]([NH:9][C:10](=[O:11])[CH:12]2[CH:13]([c:32]3[cH:33][c:34]([Cl:39])[cH:35][c:36]([F:38])[cH:37]3)[C:14]3([C:15](=[O:24])[NH:16][c:17]4[cH:18][c:19]([Cl:23])[cH:20][cH:21][c:22]43)[CH:25]([CH2:27][C:28]([CH3:29])([CH3:30])[CH3:31])[NH:26]2)[cH:7][cH:8]1)=[O:40]. Reactants: C(C)(C)NC1=NN=CC2=CC(=CC=C12)C=1C=C(C(=O)OCC)C=CC1C (ethyl 3-(1-(isopropylamino)phthalazin-6-yl)-4-methylbenzoate), [OH-].[K+] (potassium hydroxide). Solvent: C(C)O.O (ethanol water). Reaction conditions: time 2 hour. Yields the product C(C)(C)NC1=NN=CC2=CC(=CC=C12)C=1C=C(C(=O)O)C=CC1C (3-(1-(isopropylamino)phthalazin-6-yl)-4-methylbenzoic acid). As a reaction SMILES: [CH:1]([NH:4][C:5]1[C:14]2[C:9](=[CH:10][C:11]([C:15]3[CH:16]=[C:17]([CH:23]=[CH:24][C:25]=3[CH3:26])[C:18]([O:20]CC)=[O:19])=[CH:12][CH:13]=2)[CH:8]=[N:7][N:6]=1)([CH3:3])[CH3:2].[OH-].[K+]>C(O)C.O>[CH:1]([NH:4][C:5]1[C:14]2[C:9](=[CH:10][C:11]([C:15]3[CH:16]=[C:17]([CH:23]=[CH:24][C:25]=3[CH3:26])[C:18]([OH:20])=[O:19])=[CH:12][CH:13]=2)[CH:8]=[N:7][N:6]=1)([CH3:3])[CH3:2] |f:1.2,3.4|. Procedure details: A stirred solution of ethyl 3-(1-(isopropylamino)phthalazin-6-yl)-4-methylbenzoate (4 g, 11 mmol) (obtained by method D below) in ethanol/water (4:1) (50 mL) at RT was treated with potassium hydroxide (1 g, 23 mmol). The mixture was warmed to reflux and stirred for 2 h (M+1=322). The mixture was cooled to RT, then concentrated to remove the organic solvent. The mixture was diluted with 1 N aq. sodium hydroxide (20 mL), extracted with ether (2×50 mL). The combined ether extract was washed with 1N... The reactants are CCNc1ccc(Br)cc1C(C)(C)C, CS(C)=O, [Cl-], [H-], CCI, [NH4+], [Na+]. The product is CCN(CC)c1ccc(Br)cc1C(C)(C)C. As a reaction SMILES: [Br:1][c:2]1[cH:3][c:4]([C:11]([CH3:12])([CH3:13])[CH3:14])[c:5]([NH:8][CH2:9][CH3:10])[cH:6][cH:7]1.[CH3:22][S:23]([CH3:24])=[O:25].[Cl-:20].[H-:15].[I:17][CH2:18][CH3:19].[NH4+:21].[Na+:16]>>[Br:1][c:2]1[cH:3][c:4]([C:11]([CH3:12])([CH3:13])[CH3:14])[c:5]([N:8]([CH2:9][CH3:10])[CH2:18][CH3:19])[cH:6][cH:7]1. Reactants: ClC1=C(C(=O)NC2=CC(=NN2C2=CC=CC=C2)C(=O)OCC)C=C(C=C1)B1OC(C(O1)(C)C)(C)C (ethyl 5-(2-chloro-5-(4,4,5,5-tetramethyl-1,3,2-dioxaborolan-2-yl)benzamido)-1-phenyl-1H-pyrazole-3-carboxylate), ClC=1C=CC(=NC1Cl)CC#N (2-(5,6-dichloropyridin-2-yl)acetonitrile), C(=O)([O-])[O-].[Na+].[Na+] (Na2CO3). Reagents/catalysts: O (water), C=1C=CC(=CC1)[P](C=2C=CC=CC2)(C=3C=CC=CC3)[Pd]([P](C=4C=CC=CC4)(C=5C=CC=CC5)C=6C=CC=CC6)([P](C=7C=CC=CC7)(C=8C=CC=CC8)C=9C=CC=CC9)[P](C=1C=CC=CC1)(C=1C=CC=CC1)C=1C=CC=CC1 (Pd(PPh3)4). The solvent is O1CCOCC1 (dioxane). Reaction conditions: temperature 80 celsius, time 5 hour. Product: ClC1=C(C(=O)NC2=CC(=NN2C2=CC=CC=C2)C(=O)OCC)C=C(C=C1)C1=NC(=CC=C1Cl)CC#N (Ethyl 5-(2-chloro-5-(3-chloro-6-(cyanomethyl)pyridin-2-yl)benzamido)-1-phenyl-1H-pyrazole-3-carboxylate). Yield: 51.6%. RXN SMILES: [Cl:1][C:2]1[CH:26]=[CH:25][C:24](B2OC(C)(C)C(C)(C)O2)=[CH:23][C:3]=1[C:4]([NH:6][C:7]1[N:11]([C:12]2[CH:17]=[CH:16][CH:15]=[CH:14][CH:13]=2)[N:10]=[C:9]([C:18]([O:20][CH2:21][CH3:22])=[O:19])[CH:8]=1)=[O:5].[Cl:36][C:37]1[CH:38]=[CH:39][C:40]([CH2:44][C:45]#[N:46])=[N:41][C:42]=1Cl.C([O-])([O-])=O.[Na+].[Na+]>O1CCOCC1.O.C1C=CC([P]([Pd]([P](C2C=CC=CC=2)(C2C=CC=CC=2)C2C=CC=CC=2)([P](C2C=CC=CC=2)(C2C=CC=CC=2)C2C=CC=CC=2)[P](C2C=CC=CC=2)(C2C=CC=CC=2)C2C=CC=CC=2)(C2C=CC=CC=2)C2C=CC=CC=2)=CC=1>[Cl:1][C:2]1[CH:26]=[CH:25][C:24]([C:42]2[C:37]([Cl:36])=[CH:38][CH:39]=[C:40]([CH2:44][C:45]#[N:46])[N:41]=2)=[CH:23][C:3]=1[C:4]([NH:6][C:7]1[N:11]([C:12]2[CH:13]=[CH:14][CH:15]=[CH:16][CH:17]=2)[N:10]=[C:9]([C:18]([O:20][CH2:21][CH3:22])=[O:19])[CH:8]=1)=[O:5] |f:2.3.4,^1:63,65,84,103|. Procedure: To a degassed solution of ethyl 5-(2-chloro-5-(4,4,5,5-tetramethyl-1,3,2-dioxaborolan-2-yl)benzamido)-1-phenyl-1H-pyrazole-3-carboxylate (Preparation 5, 1.01 g, 1.34 mmol) and 2-(5,6-dichloropyridin-2-yl)acetonitrile (Preparation 59, 300 mg, 1.60 mmol) in dioxane (10 mL) was added Na2CO3 (213 mg, 2.01 mmol), water (1 drop) and Pd(PPh3)4 (144 mg, 0.134 mmol). The reaction was further degassed and heated to 80° C. for 1 hour. Further water (1 mL) was added and heating continued for 5 hours before ...